This data is from the Open Reaction Database (ORD), a public repository of structured organic reaction records. The task is: describe an organic reaction: reactants, conditions, products, and yield Starting materials: COC=1C=C(C(=O)N2CC(CC2)(CCS(=O)(=O)C)C2=CC=CC=C2)C=C(C1OC)OC (1-(3,4,5-trimethoxy-benzoyl)-3-phenyl-3-(2-methanesulfonyl-ethyl)-pyrrolidine), O1C(=CC=C1)CN1C(=NC2=C1C=CC=C2)C(=O)C2CCNCC2 (4-(1-(fur-2-ylmethyl)-1 H-benzoimidazole-2-carbonyl)-piperidine). Solvent: CC(=O)C.CCCCCC (acetone hexane). The product is COC=1C=C(C(=O)N2CC(CC2)(C2=CC=CC=C2)CCN2CCC(CC2)C(=O)C2=NC3=C(N2CC=2OC=CC2)C=CC=C3)C=C(C1OC)OC (1-(3,4,5-Trimethoxy-benzoyl)-3-[2-[4-[1-(fur-2-ylmethyl)-1 H-benzoimidazole-2-carbonyl]-piperidin-1-yl]-ethyl]-3-phenyl-pyrrolidine). RXN SMILES: [CH3:1][O:2][C:3]1[CH:4]=[C:5]([CH:25]=[C:26]([O:30][CH3:31])[C:27]=1[O:28][CH3:29])[C:6]([N:8]1[CH2:12][CH2:11][C:10]([C:19]2[CH:24]=[CH:23][CH:22]=[CH:21][CH:20]=2)([CH2:13][CH2:14]S(C)(=O)=O)[CH2:9]1)=[O:7].[O:32]1[CH:36]=[CH:35][CH:34]=[C:33]1[CH2:37][N:38]1[C:42]2[CH:43]=[CH:44][CH:45]=[CH:46][C:41]=2[N:40]=[C:39]1[C:47]([CH:49]1[CH2:54][CH2:53][NH:52][CH2:51][CH2:50]1)=[O:48]>CC(C)=O.CCCCCC>[CH3:1][O:2][C:3]1[CH:4]=[C:5]([CH:25]=[C:26]([O:30][CH3:31])[C:27]=1[O:28][CH3:29])[C:6]([N:8]1[CH2:12][CH2:11][C:10]([CH2:13][CH2:14][N:52]2[CH2:53][CH2:54][CH:49]([C:47]([C:39]3[N:38]([CH2:37][C:33]4[O:32][CH:36]=[CH:35][CH:34]=4)[C:42]4[CH:43]=[CH:44][CH:45]=[CH:46][C:41]=4[N:40]=3)=[O:48])[CH2:50][CH2:51]2)([C:19]2[CH:24]=[CH:23][CH:22]=[CH:21][CH:20]=2)[CH2:9]1)=[O:7] |f:2.3|. Reported procedure: Prepare by the method of Example 6.6.2 using 1-(3,4,5-trimethoxy-benzoyl)-3-phenyl-3-(2-methanesulfonyl-ethyl)-pyrrolidine and 4-(1-(fur-2-ylmethyl)-1 H-benzoimidazole-2-carbonyl)-piperidine obtain, after chromatography on silica gel eluting with 80% acetone/hexane, the title compound: Mass Spectra (CI/NH3) M++H=677. Starting materials: COC(=O)CCCCCNC(=O)CC=Cc1ccccc1, CO, Cl, NO. Product: O=C(CCCCCNC(=O)CC=Cc1ccccc1)NO. Reaction SMILES: [CH3:1][O:2][C:3]([CH2:4][CH2:5][CH2:6][CH2:7][CH2:8][NH:9][C:10]([CH2:11][CH:12]=[CH:13][c:14]1[cH:15][cH:16][cH:17][cH:18][cH:19]1)=[O:20])=[O:21].[CH3:25][OH:26].[ClH:22].[NH2:23][OH:24]>>[O:2]=[C:3]([CH2:4][CH2:5][CH2:6][CH2:7][CH2:8][NH:9][C:10]([CH2:11][CH:12]=[CH:13][c:14]1[cH:15][cH:16][cH:17][cH:18][cH:19]1)=[O:20])[NH:23][OH:24]. Yield: 62.0%. Yields the product EtOAc-hexanes, C(C1=CC=CC=C1)C(C(F)(F)F)(CC(C)(C)C1=C(C=CC(=C1)F)OC)O (2-benzyl-1,1,1-trifluoro-4-(5-fluoro-2-methoxyphenyl)-4-methylpentan-2-ol). Reactants: FC(C(CC(C)(C)C1=C(C=CC(=C1)F)OC)=O)(F)F (1,1,1-trifluoro-4-(5-fluoro-2-methoxyphenyl)-4-methylpentan-2-one), solution, C(C1=CC=CC=C1)[Mg]Cl (benzyl magnesium chloride). Run at time 30 minute. Reported procedure: To a chilled (−70° C.) solution of 70 mg (0.25 mmol) of 1,1,1-trifluoro-4-(5-fluoro-2-methoxyphenyl)-4-methylpentan-2-one (Example 1) in 2.5 mL of anhydrous THF was added a 2.0 M solution of benzyl magnesium chloride in THF. The mixture was stirred for 30 minutes and then was quenched with 15 mL of saturated aqueous ammonium chloride and extracted with five 5 mL portions of EtOAc. The combined organic layers were washed with three 5 mL portions of brine, dried over magnesium sulfate, filtered, a... As a reaction SMILES: [F:1][C:2]([F:19])([F:18])[C:3](=[O:17])[CH2:4][C:5]([C:8]1[CH:13]=[C:12]([F:14])[CH:11]=[CH:10][C:9]=1[O:15][CH3:16])([CH3:7])[CH3:6].[CH2:20]([Mg]Cl)[C:21]1[CH:26]=[CH:25][CH:24]=[CH:23][CH:22]=1>C1COCC1>[CH2:20]([C:3]([OH:17])([CH2:4][C:5]([C:8]1[CH:13]=[C:12]([F:14])[CH:11]=[CH:10][C:9]=1[O:15][CH3:16])([CH3:7])[CH3:6])[C:2]([F:1])([F:18])[F:19])[C:21]1[CH:26]=[CH:25][CH:24]=[CH:23][CH:22]=1. Solvent: C1CCOC1 (THF), C1CCOC1 (THF). Product: CNc1ccc(C(C)=O)cc1[N+](=O)[O-]. As a reaction SMILES: [CH3:14][NH2:15].[CH3:16][OH:17].[Cl:1][c:2]1[c:3]([N+:11](=[O:12])[O-:13])[cH:4][c:5]([C:8]([CH3:9])=[O:10])[cH:6][cH:7]1>>[c:2]1([NH:15][CH3:14])[c:3]([N+:11](=[O:12])[O-:13])[cH:4][c:5]([C:8]([CH3:9])=[O:10])[cH:6][cH:7]1. The reactants are CN, CO, CC(=O)c1ccc(Cl)c([N+](=O)[O-])c1. Starting materials: O (water), O1N=C(C2=C1C=CC=C2)N (benzo[d]isoxazol-3-ylamine), C([O-])([O-])=O.[Cs+].[Cs+] (cesium carbonate), BrCC(=O)Cl (bromoacetyl chloride). The solvent is CN(C)C=O (DMF). Product: O1N=C(C2=C1C=CC=C2)NC(CCl)=O (N-Benzo[d]isoxazol-3-yl-2-chloro-acetamide). Reaction SMILES: [O:1]1[C:5]2[CH:6]=[CH:7][CH:8]=[CH:9][C:4]=2[C:3]([NH2:10])=[N:2]1.[C:11](=[O:14])([O-])[O-].[Cs+].[Cs+].BrC[C:19]([Cl:21])=O.O>CN(C=O)C>[O:1]1[C:5]2[CH:6]=[CH:7][CH:8]=[CH:9][C:4]=2[C:3]([NH:10][C:11](=[O:14])[CH2:19][Cl:21])=[N:2]1 |f:1.2.3|. Procedure details: To a mixture of benzo[d]isoxazol-3-ylamine (1 g) and cesium carbonate (2.42 g) in dry DMF (20 mL), stirred at rt, was added bromoacetyl chloride (0.62 mL) by dropwise addition. After stirring the mixture for 8 hours, the reaction was poured into water (100 mL) and the products extracted into ether (2×200 mL). The combined extracts were dried over magnesium sulfate and concentrated to dryness. The crude product was purified on silica gel using ether/isohexane (4/6) to afford the sub-titled compou... The reactants are CC=1C=C2C3=C(C1O)C(=O)/C(=C/[C@@H]([C@H]([C@H](/C=C/[C@H](C/C=C(/C(=O)C[C@@H]([C@H](/C=C/C=C\C=C(/C(=O)NC(=C(C3=O)Cl)C2=O)\C)C)O)\C)O)C)O)C)/C (naphthomycin A), C(Cl)(Cl)Cl (chloroform). The solvent is CO (methanol). The product is C[C@H]1/C=C\C=C/C=C\C(=O)NC2=C(C(=O)C3=C(C(=C(C=C3C2=O)C)O)C(=O)/C(=C\[C@@H]([C@H]([C@H](/C=C\[C@H](C/C=C(\C(=O)C[C@@H]1O)/C)O)C)O)C)/C)Cl (naphthomycin H). As a reaction SMILES: [CH3:1][C:2]1[CH:3]=[C:4]2[C:41](=[O:42])[C:36]3=[C:37]([Cl:40])[C:38](=[O:39])[C:5]2=[C:6]([C:9]([C:11]([CH3:51])=[CH:12][C@H:13]([CH3:50])[C@@H:14]([OH:49])[C@@H:15]([CH3:48])[CH:16]=[CH:17][C@@H:18]([OH:47])[CH2:19][CH:20]=[C:21]([CH3:46])[C:22]([CH2:24][C@H:25]([OH:45])[C@@H:26]([CH3:44])[CH:27]=[CH:28][CH:29]=[CH:30][CH:31]=[C:32](C)[C:33]([NH:35]3)=[O:34])=[O:23])=[O:10])[C:7]=1[OH:8].C(Cl)(Cl)Cl>CO>[CH3:44][C@@H:26]1[C@@H:25]([OH:45])[CH2:24][C:22](=[O:23])[C:21]([CH3:46])=[CH:20][CH2:19][C@H:18]([OH:47])[CH:17]=[CH:16][C@H:15]([CH3:48])[C@H:14]([OH:49])[C@@H:13]([CH3:50])[CH:12]=[C:11]([CH3:51])[C:9](=[O:10])[C:6]2[C:7]([OH:8])=[C:2]([CH3:1])[CH:3]=[C:4]3[C:41](=[O:42])[C:36](=[C:37]([Cl:40])[C:38]([C:5]=23)=[O:39])[NH:35][C:33](=[O:34])[CH:32]=[CH:31][CH:30]=[CH:29][CH:28]=[CH:27]1. Reported procedure: 36 g of crude extract were applied to a 3.5×49 cm silica gel column, and eluted successively with chloroform and a chloroform:methanol mixture in which the methanol concentration gradually rose to 5% (final composition 95:5). In this way, 14.6 g of semi-pure compound were obtained, and this was applied to a silica gel (200-300 mesh) column 6×31 cm in size, and was then eluted with a benzene:ethyl acetate mixture gradually increasing the ethyl acetate concentration to 60% (final composition 4:6).... Starting materials: FC1=C(C=CC(=C1)[N+](=O)[O-])CO ((2-fluoro-4-nitrophenyl)methanol), C1(=CC=CC=C1)P(C1=CC=CC=C1)C1=CC=CC=C1 (triphenylphosphine), C1CC(=O)N(C1=O)Br (NBS). Solvent: C(Cl)Cl (DCM). Conditions: temperature 0 celsius, time 2 hour. Product: BrCC1=C(C=C(C=C1)[N+](=O)[O-])F (1-(bromomethyl)-2-fluoro-4-nitrobenzene). Yield: 85.3%. Reaction SMILES: [F:1][C:2]1[CH:7]=[C:6]([N+:8]([O-:10])=[O:9])[CH:5]=[CH:4][C:3]=1[CH2:11]O.C1(P(C2C=CC=CC=2)C2C=CC=CC=2)C=CC=CC=1.C1C(=O)N([Br:39])C(=O)C1>C(Cl)Cl>[Br:39][CH2:11][C:3]1[CH:4]=[CH:5][C:6]([N+:8]([O-:10])=[O:9])=[CH:7][C:2]=1[F:1]. Reported procedure: To a cooled (0° C.) and stirred solution of DCM (100 mL) containing (2-fluoro-4-nitrophenyl)methanol (9 g, 52.6 mmol, 1 eq), triphenylphosphine (16.5 g, 63.1 mmol, 1.2 eq) was added followed by addition of NBS (11.24 g, 63.1 mmol, 1.2 eq), the mixture was allowed to warm to RT and stirred for 2 h. The DCM was evaporated under reduced pressure and the residue was purified by CC using PE/EtOAc (9:1) as eluent to get 1-(bromomethyl)-2-fluoro-4-nitrobenzene (10.50 g, 85%; TLC system: PE/EtOAc (7:3),... Starting materials: CSC1=NC(=CC(=N1)O)O (2-methylthio-4,6-dihydroxypyrimidine), S(=O)(=O)(OCC)OCC (diethyl sulphate), S(=O)(=O)([O-])[O-].[Na+].[Na+] (sodium sulphate). Solvent: [OH-].[Na+] (sodium hydroxide). Product: CSC1=NC(=CC(=N1)OCC)O (2-Methylthio-4-ethoxy-6-hydroxypyrimidine). RXN SMILES: [CH3:1][S:2][C:3]1[N:8]=[C:7]([OH:9])[CH:6]=[C:5]([OH:10])[N:4]=1.S(OCC)(O[CH2:15][CH3:16])(=O)=O.S([O-])([O-])(=O)=O.[Na+].[Na+]>[OH-].[Na+]>[CH3:1][S:2][C:3]1[N:8]=[C:7]([O:9][CH2:15][CH3:16])[CH:6]=[C:5]([OH:10])[N:4]=1 |f:2.3.4,5.6|. Procedure details: 31.6 g (0.2 mol) of 2-methylthio-4,6-dihydroxypyrimidine are added, while stirring well, to 100 cc of sodium hydroxide solution 2N and the mixture is stirred at 50° for half an hour. 34.0 g (0.22 mol) of diethyl sulphate are then added dropwise and with stirring, at 50°; by the addition of sodium sulphate 2N the pH value is kept at between 8 and 8.2. Towards the end of the dropwise addition a precipitate is obtained. The mixture is subsequently stirred at 50° for 1 further hour, cooled to 0° and... The reactants are ClC=1C=C(C#N)C=CC1F (3-chloro-4-fluoro-benzonitrile), N1CCNCC1 (piperazine), C([O-])([O-])=O.[K+].[K+] (potassium carbonate). Solvent: C(C)#N (acetonitrile). The product is ClC=1C=C(C#N)C=CC1N1CCNCC1 (3-Chloro-4-piperazin-1-ylbenzonitrile). RXN SMILES: [Cl:1][C:2]1[CH:3]=[C:4]([CH:7]=[CH:8][C:9]=1F)[C:5]#[N:6].[NH:11]1[CH2:16][CH2:15][NH:14][CH2:13][CH2:12]1.C(=O)([O-])[O-].[K+].[K+]>C(#N)C>[Cl:1][C:2]1[CH:3]=[C:4]([CH:7]=[CH:8][C:9]=1[N:11]1[CH2:16][CH2:15][NH:14][CH2:13][CH2:12]1)[C:5]#[N:6] |f:2.3.4|. Reported procedure: A solution of 3-chloro-4-fluoro-benzonitrile (236 mg, 1.52 mmoles), piperazine (784 mg, 9.1 mmoles) and potassium carbonate (276 mg, 2 mmoles) in acetonitrile (5 mL) was heated to 100° C. overnight. The mixture was cooled, filtered and the filtrate concentrated under reduced pressure. The crude residue was purified by column chromatography (silica gel, 0-5% 2N methanolic ammonia in DCM) to provide the title compound. MS(APCI+) m/z 222 (M+H)+.